This data is from the Open Reaction Database (ORD), a public repository of structured organic reaction records. The task is: describe an organic reaction: reactants, conditions, products, and yield The reactants are FC1=CC=C(C=O)C=C1 (4-fluorobenzaldehyde), C(C(CO)(CO)N)O (tris(hydroxymethyl)aminomethane). The solvent is C1(=CC=CC=C1)C (toluene). The product is C1C2(CO[C@H](N2[C@H](O1)C3=CC=C(C=C3)F)C4=CC=C(C=C4)F)CO (TH-237A). RXN SMILES: [F:1][C:2]1[CH:9]=[CH:8][C:5]([CH:6]=[O:7])=[CH:4][CH:3]=1.[CH2:10]([OH:17])[C:11]([NH2:16])([CH2:14]O)[CH2:12][OH:13]>C1(C)C=CC=CC=1>[CH2:14]1[O:7][C@H:6]([C:5]2[CH:8]=[CH:9][C:2]([F:1])=[CH:3][CH:4]=2)[N:16]2[C:11]1([CH2:12][OH:13])[CH2:10][O:17][C@H:6]2[C:5]1[CH:8]=[CH:9][C:2]([F:1])=[CH:3][CH:4]=1. Procedure: As an example, para-fluorinated compounds were prepared. More specifically, a suspension of 4-fluorobenzaldehyde (27 g, 0.22 mol) and tris(hydroxymethyl)aminomethane (13 g, 0.11 mol) in toluene (350 ml) was heated at reflux temperature with azeotropic removal of water for 12 hours. The reaction mixture was concentrated, stirred at room temperature, and the precipitated, unreacted 4-fluorobenzaldehyde was filtered off. The residue obtained after removal of solvent was subjected to flash chromatog... Starting materials: NC1=C(C(=O)C2=C(C=CC=C2F)F)C=C(C=C1)Cl (2-amino-5-chloro-2',6'-difluorobenzophenone), [OH-].[K+] (potassium hydroxide). Solvent: C(COCCO)O (diethylene glycol). Yields the product ClC=1C=C(C(N)=CC1)CC1=C(C=CC=C1F)F (4-Chloro-α-(2,6-difluorophenyl)-0-toluidine). RXN SMILES: [NH2:1][C:2]1[CH:17]=[CH:16][C:15]([Cl:18])=[CH:14][C:3]=1[C:4]([C:6]1[C:11]([F:12])=[CH:10][CH:9]=[CH:8][C:7]=1[F:13])=O.[OH-].[K+]>C(O)COCCO>[Cl:18][C:15]1[CH:14]=[C:3]([CH2:4][C:6]2[C:7]([F:13])=[CH:8][CH:9]=[CH:10][C:11]=2[F:12])[C:2](=[CH:17][CH:16]=1)[NH2:1] |f:1.2|. Procedure: In the manner given in Preparation 11, 2-amino-5-chloro-2',6'-difluorobenzophenone is refluxed with potassium hydroxide in diethylene glycol to give 4-chloro-α-(2,6-difluorophenyl)-0-toluidene.